This data is from the Open Reaction Database (ORD), a public repository of structured organic reaction records. The task is: describe an organic reaction: reactants, conditions, products, and yield The reactants are C(=CC1=CC=CC=C1)S(=O)(=O)[O-].[Na+] (sodium styrene sulfonate), [Li+].[Cl-] (LiCl), C(=CC1=CC=CC=C1)S(=O)(=O)[O-].[Na+] (sodium styrene sulfonate), [Li+].[Cl-] (LiCl), CC1=C(O)C=CC(=C1)O (methylhydroquinone), C(=C)C1=C(C=CC=C1)C=C (divinyl benzene). Run in CN1C(CCC1)=O (N-methylpyrrolidone). Conditions: time 1 hour. Product: C(=CC1=CC=CC=C1)S(=O)(=O)[O-].[Li+] (lithium styrene sulfonate), [Na+].[Cl-] (NaCl). Reaction SMILES: C(C1C=CC=CC=1C=C)=C.[Li+:11].[Cl-:12].CC1C=C(O)C=CC=1O.[CH:22]([S:30]([O-:33])(=[O:32])=[O:31])=[CH:23][C:24]1[CH:29]=[CH:28][CH:27]=[CH:26][CH:25]=1.[Na+:34]>CN1CCCC1=O>[CH:22]([S:30]([O-:33])(=[O:31])=[O:32])=[CH:23][C:24]1[CH:29]=[CH:28][CH:27]=[CH:26][CH:25]=1.[Li+:11].[Na+:34].[Cl-:12] |f:1.2,4.5,7.8,9.10|. Reported procedure: In a 500 ml flat bottomed flask, 50 ml (52.2 g) N-methylpyrrolidone and 50 ml divinyl benzene (80%) are combined at a temperature of 70° C. with stirring. Ten grams of LiCl and 80 mg methylhydroquinone are added to the solution. Subsequently, 50 g sodium styrene sulfonate (81%) are added to the solution forming a suspension, and the reaction allowed to proceed at 70°-80° C. for one hour. The LiCl reacts with the suspended sodium styrene sulfonate to form lithium styrene sulfonate and insoluble N...